From a dataset of the Open Reaction Database (ORD), a public repository of structured organic reaction records. describe an organic reaction: reactants, conditions, products, and yield Starting materials: ClCCl, COC(=O)CC#N, O=C(Cl)c1cc(F)c(F)c(F)c1F, [H-], [Na+], C1CCOC1. Yields the product COC(=O)C(C#N)=C(O)c1cc(F)c(F)c(F)c1F. RXN SMILES: [CH2:23]([Cl:24])[Cl:25].[CH3:1][O:2][C:3](=[O:4])[CH2:5][C:6]#[N:7].[F:10][c:11]1[c:12]([C:13](=[O:14])[Cl:15])[cH:16][c:17]([F:22])[c:18]([F:21])[c:19]1[F:20].[H-:8].[Na+:9].[O:26]1[CH2:27][CH2:28][CH2:29][CH2:30]1>>[CH3:1][O:2][C:3](=[O:4])[C:5]([C:6]#[N:7])=[C:13]([c:12]1[c:11]([F:10])[c:19]([F:20])[c:18]([F:21])[c:17]([F:22])[cH:16]1)[OH:14]. Reactants: O=Cc1cscc1B(O)O, O=Cc1ccc(Cc2ccc(Cl)cc2)s1, Ic1ccccc1. Product: O=Cc1cscc1-c1ccccc1. RXN SMILES: [CH:8](=[O:9])[c:10]1[c:11]([B:15]([OH:16])[OH:17])[cH:12][s:13][cH:14]1.[Cl:18][c:19]1[cH:20][cH:21][c:22]([CH2:23][c:24]2[s:25][c:26]([CH:27]=[O:28])[cH:29][cH:30]2)[cH:31][cH:32]1.[I:1][c:2]1[cH:3][cH:4][cH:5][cH:6][cH:7]1>>[c:2]1(-[c:11]2[c:10]([CH:8]=[O:9])[cH:14][s:13][cH:12]2)[cH:3][cH:4][cH:5][cH:6][cH:7]1.